Dataset: the Open Reaction Database (ORD), a public repository of structured organic reaction records. Task: describe an organic reaction: reactants, conditions, products, and yield Reactants: OCC(=O)[C@@H](O)[C@H](O)[C@H](O)CO.C([C@@H]1[C@@H]([C@@H]([C@H]([C@@H](O1)O[C@@H]2[C@H](O[C@@]([C@H]2O)(CO)O)CO)O)O)O)O (fructose lactitol), COC(=O)[C@H](CC=1C=CC=CC1)NC(=O)[C@H](CC(=O)O)N (aspartame). Product: C([C@@H]1[C@@H]([C@@H]([C@H]([C@@H](O1)O[C@@H]2[C@H](O[C@@]([C@H]2O)(CO)O)CO)O)O)O)O (Lactitol). As a reaction SMILES: OCC([C@H]([C@@H]([C@@H](CO)O)O)O)=O.[CH2:13]([OH:35])[C@H:14]1[O:19][C@@H:18]([O:20][C@H:21]2[C@H:25]([OH:26])[C@@:24]([OH:29])([CH2:27][OH:28])[O:23][C@@H:22]2[CH2:30][OH:31])[C@H:17]([OH:32])[C@@H:16]([OH:33])[C@H:15]1[OH:34].COC([C@@H](NC([C@@H](N)CC(O)=O)=O)CC1C=CC=CC=1)=O>>[CH2:13]([OH:35])[C@H:14]1[O:19][C@@H:18]([O:20][C@H:21]2[C@H:25]([OH:26])[C@@:24]([OH:29])([CH2:27][OH:28])[O:23][C@@H:22]2[CH2:30][OH:31])[C@H:17]([OH:32])[C@@H:16]([OH:33])[C@H:15]1[OH:34] |f:0.1|. Procedure: Example 2 was repeated, but instead of fructose lactitol (32.95%) was used, and aspartame (0.05%) was added in the last mixing step which in this case was performed in a Stephan mixer. The reactants are ice, C(C)(C)(C)OC(NCCCCCC(NC=1C=NC=CC1)=O)=O ([5-(Pyridin-3-ylcarbamoyl)pentyl]carbamic Acid Tert-Butyl Ester), Cl (HCl). Run in C(Cl)Cl (methylene chloride), O1CCOCC1 (dioxane). Conditions: time 8 hour. The product is Cl.Cl.NCCCCCC(=O)NC=1C=NC=CC1 (6-Amino-N-(pyridin-3-yl)hexanoamide Dihydrochloride), hydrochloride salt. The yield is 96.0%. RXN SMILES: C(OC(=O)[NH:7][CH2:8][CH2:9][CH2:10][CH2:11][CH2:12][C:13](=[O:21])[NH:14][C:15]1[CH:16]=[N:17][CH:18]=[CH:19][CH:20]=1)(C)(C)C.[ClH:23]>C(Cl)Cl.O1CCOCC1>[ClH:23].[ClH:23].[NH2:7][CH2:8][CH2:9][CH2:10][CH2:11][CH2:12][C:13]([NH:14][C:15]1[CH:16]=[N:17][CH:18]=[CH:19][CH:20]=1)=[O:21] |f:4.5.6|. Procedure: To an ice-cold mixture of [5-(Pyridin-3-ylcarbamoyl)pentyl]carbamic acid tert-butyl ester (3, 3.07 g, 10 mmole) in methylene chloride (30 mL) was added a solution of HCl in dioxane (4M, 10 mL). The mixture was stirred at room temperature overnight. The separated solid was filtered, washed with methylene chloride, dried in vacuum oven to give the product 4 as the hydrochloride salt (2.7 g, 96%). The 1H NMR spectrum of the pure solid was consistent with structure 4. 1H NMR (D2O) δ 9.20 (s, 2H), 7.... Reactants: C(#C)C=1C=NC=C(C1)[N+](=O)[O-] (3-ethynyl-5-nitropyridine), N1CCCC1 (pyrrolidine). Reagents/catalysts: [OH-].[OH-].[Pd+2] (palladium hydroxide on carbon). The solvent is C(C)O (ethanol). Run at temperature 80 celsius, time 16 hour. Product: N1(CCCC1)CCC=1C=C(C=NC1)N (5-(2-(Pyrrolidin-1-yl)ethyl)pyridin-3-amine). Isolated yield 117.6%. As a reaction SMILES: [C:1]([C:3]1[CH:4]=[N:5][CH:6]=[C:7]([N+:9]([O-])=O)[CH:8]=1)#[CH:2].[NH:12]1[CH2:16][CH2:15][CH2:14][CH2:13]1>C(O)C.[OH-].[OH-].[Pd+2]>[N:12]1([CH2:2][CH2:1][C:3]2[CH:8]=[C:7]([NH2:9])[CH:6]=[N:5][CH:4]=2)[CH2:16][CH2:15][CH2:14][CH2:13]1 |f:3.4.5|. Procedure: To a solution of 3-ethynyl-5-nitropyridine (250 mg, 1.69 mmol) in ethanol (5 mL) was added pyrrolidine (0.56 mL, 6.76 mmol) and the reaction mixture was stirred at 80° C. for 16 h. The reaction mixture was cooled and palladium hydroxide on carbon (20 mg) was added. The flask was charged with H2 (ballon) and stirred at rt for 16 h. The mixture was filtered over celite and the filtrate was concentrated to afford crude product (380 mg) as a dark red oil: ESI MS m/z 192 [C11H17N3+H]+. The reactants are NC1=CC=CC=C1 (aniline), OC(CCCCC)C=1C=C(CBr)C=CC1 (3-(1-hydroxyhexyl)benzylbromide). Product: OC(CCCCC)C=1C=C(CNC2=CC=CC=C2)C=CC1 (2-[3-(1-hydroxyhexyl)benzylamino]benzene). Reaction SMILES: [NH2:1][C:2]1[CH:7]=[CH:6][CH:5]=[CH:4][CH:3]=1.[OH:8][CH:9]([C:15]1[CH:16]=[C:17]([CH:20]=[CH:21][CH:22]=1)[CH2:18]Br)[CH2:10][CH2:11][CH2:12][CH2:13][CH3:14]>>[OH:8][CH:9]([C:15]1[CH:16]=[C:17]([CH:20]=[CH:21][CH:22]=1)[CH2:18][NH:1][C:2]1[CH:7]=[CH:6][CH:5]=[CH:4][CH:3]=1)[CH2:10][CH2:11][CH2:12][CH2:13][CH3:14]. Reported procedure: For compounds in which X is --NR2 --(CHR1)n --, the corresponding amino starting compounds are employed to form the desired amino compound. Thus, aniline is condensed with 3-(1-hydroxyhexyl)benzylbromide to form 2-[3-(1-hydroxyhexyl)benzylamino]benzene. Alternatively, benzyl bromide is condensed with 3-(1-hydroxyhexyl)aniline to form 2-[3-(1-hydroxyhexyl)anilinomethyl]benzene. The reactants are C(C)OC(CC1=CC(=C(C=C1)OC)OC1=C(C=C(C=C1)Br)C=O)=O ([3-(4-bromo-2-formyl-phenoxy)-4-methoxy-phenyl]-acetic acid ethyl ester), C1[C@@H]([C@@H](C2=CC=CC=C21)N)O ((1R,2S)-(+)-cis-1-amino-2-indanol). Product: C(C)OC(CC1=CC(=C(C=C1)OC)OC1=C(C=C(C=C1)Br)CN[C@H]1[C@H](CC2=CC=CC=C12)O)=O ((3-{4-Bromo-2-[((1R,2S)-2-hydroxy-indan-1-ylamino)-methyl]-phenoxy}-4-methoxy-phenyl)-acetic acid ethyl ester). Reaction SMILES: [CH2:1]([O:3][C:4](=[O:24])[CH2:5][C:6]1[CH:11]=[CH:10][C:9]([O:12][CH3:13])=[C:8]([O:14][C:15]2[CH:20]=[CH:19][C:18]([Br:21])=[CH:17][C:16]=2[CH:22]=O)[CH:7]=1)[CH3:2].[CH2:25]1[C:33]2[C:28](=[CH:29][CH:30]=[CH:31][CH:32]=2)[C@@H:27]([NH2:34])[C@H:26]1[OH:35]>>[CH2:1]([O:3][C:4](=[O:24])[CH2:5][C:6]1[CH:11]=[CH:10][C:9]([O:12][CH3:13])=[C:8]([O:14][C:15]2[CH:20]=[CH:19][C:18]([Br:21])=[CH:17][C:16]=2[CH2:22][NH:34][C@@H:27]2[C:28]3[C:33](=[CH:32][CH:31]=[CH:30][CH:29]=3)[CH2:25][C@@H:26]2[OH:35])[CH:7]=1)[CH3:2]. Procedure details: Prepared according to the procedure described in Example 45, Step 3, using the following starting materials: [3-(4-bromo-2-formyl-phenoxy)-4-methoxy-phenyl]-acetic acid ethyl ester and (1R,2S)-(+)-cis-1-amino-2-indanol. The reactants are COc1ccc(N2CCN(C3CCN(Cc4ccccc4)CC3)C2=O)cc1, CO, Cl, [H][H], O. Product: COc1ccc(N2CCN(C3CCNCC3)C2=O)cc1. Reaction SMILES: [CH2:1]([c:2]1[cH:3][cH:4][cH:5][cH:6][cH:7]1)[N:8]1[CH2:9][CH2:10][CH:11]([N:14]2[C:15](=[O:27])[N:16]([c:19]3[cH:20][cH:21][c:22]([O:25][CH3:26])[cH:23][cH:24]3)[CH2:17][CH2:18]2)[CH2:12][CH2:13]1.[CH3:28][OH:29].[ClH:30].[H:31][H:32].[OH2:33]>>[NH:8]1[CH2:9][CH2:10][CH:11]([N:14]2[C:15](=[O:27])[N:16]([c:19]3[cH:20][cH:21][c:22]([O:25][CH3:26])[cH:23][cH:24]3)[CH2:17][CH2:18]2)[CH2:12][CH2:13]1. Starting materials: C(CC)OC([C@H](NC([C@@H](N)CC(O)=O)=O)C)=O (α-L-aspartyl-D-alanine n-propyl ester), Cl.COC([C@@H](NC([C@@](NC(C(C)C)=O)(CC(O)=O)N)=O)CC1=CC=CC=C1)=O (α-Aminoisobutyryl-α-L-aspartyl-L-phenylalanine methyl ester hydrochloride), N-benzyloxycarbonyl-D-alanine N-hydroxysuccinimide ester, Example 16 ( C ). Product: C(CC)OC([C@H](NC([C@@H](NC([C@H](N)C)=O)CC(O)=O)=O)C)=O (D-Alanyl-α-L-aspartyl-D-alanine n-propyl ester). RXN SMILES: [CH2:1]([O:4][C:5](=[O:17])[C@@H:6]([CH3:16])[NH:7][C:8](=[O:15])[C@H:9]([CH2:11][C:12](=[O:14])[OH:13])[NH2:10])[CH2:2][CH3:3].Cl.C[O:20][C:21](=O)[C@H:22]([CH2:38]C1C=CC=CC=1)[NH:23]C(=O)[C@](N)(CC(=O)O)NC(=O)C(C)C>>[CH2:1]([O:4][C:5](=[O:17])[C@@H:6]([CH3:16])[NH:7][C:8](=[O:15])[C@H:9]([CH2:11][C:12](=[O:13])[OH:14])[NH:10][C:21](=[O:20])[C@@H:22]([CH3:38])[NH2:23])[CH2:2][CH3:3] |f:1.2|. Reported procedure: This compound was prepared from 1.9 g α-L-aspartyl-D-alanine n-propyl ester and 2.2 g N-benzyloxycarbonyl-D-alanine N-hydroxysuccinimide ester in a manner similar to Example 16 (C) and (D). Yield: 1.7 g, m.p.: 223°-225° C. The reactants are C=CC(=O)Cl, Cc1cc(C(C)(C)C)c(O)c(C(C)(C)C)c1, OC(C(F)(F)F)C(F)(F)F. The product is C=CC(=O)OC(C(F)(F)F)C(F)(F)F. RXN SMILES: [C:1]([CH:2]=[CH2:3])(=[O:4])[Cl:5].[CH3:16][c:17]1[cH:18][c:19]([C:20]([CH3:21])([CH3:22])[CH3:23])[c:24]([OH:25])[c:26]([C:27]([CH3:28])([CH3:29])[CH3:30])[cH:31]1.[OH:6][CH:7]([C:8]([F:9])([F:10])[F:11])[C:12]([F:13])([F:14])[F:15]>>[C:1]([CH:2]=[CH2:3])(=[O:4])[O:6][CH:7]([C:8]([F:9])([F:10])[F:11])[C:12]([F:13])([F:14])[F:15].